From a dataset of the Open Reaction Database (ORD), a public repository of structured organic reaction records. describe an organic reaction: reactants, conditions, products, and yield Reactants: NC1CCN(CC1)C(=O)OC(C)(C)C (tert-butyl 4-aminopiperidine-1-carboxylate), CCN(C(C)C)C(C)C (DIPEA), FC(C(=O)OCC)(F)F (ethyl trifluoroacetate). Solvent: C(Cl)Cl (DCM). Run at time 20 hour. Yields the product FC(C(=O)NC1CCN(CC1)C(=O)OC(C)(C)C)(F)F (tert-butyl 4-(2,2,2-trifluoroacetamido)piperidine-1-carboxylate). RXN SMILES: [NH2:1][CH:2]1[CH2:7][CH2:6][N:5]([C:8]([O:10][C:11]([CH3:14])([CH3:13])[CH3:12])=[O:9])[CH2:4][CH2:3]1.CCN(C(C)C)C(C)C.[F:24][C:25]([F:32])([F:31])[C:26](OCC)=[O:27]>C(Cl)Cl>[F:24][C:25]([F:32])([F:31])[C:26]([NH:1][CH:2]1[CH2:3][CH2:4][N:5]([C:8]([O:10][C:11]([CH3:14])([CH3:13])[CH3:12])=[O:9])[CH2:6][CH2:7]1)=[O:27]. Reported procedure: To a suspension of tert-butyl 4-aminopiperidine-1-carboxylate (48.7 g, 0.243 mol) and DIPEA (130 mL, 0.749 mol) in DCM (250 mL) was added ethyl trifluoroacetate (35.6 mL, 0.300 mol) dropwise while stirring. After 20 hours, the solution was washed with citric acid solution (200 mL×3, 10% w/v aq) and sodium bicarbonate solution (200 mL×3, cone aq), dried (MgSO4), and filtered through silica (24 g). The silica was washed with DCM and the combined eluant was partially concentrated (100 mL), and used...